From a dataset of the Open Reaction Database (ORD), a public repository of structured organic reaction records. describe an organic reaction: reactants, conditions, products, and yield Reactants: CC(C)(C)[Si](C)(C)OCCO, CCOC(=O)C(Cc1ccc(OCCCOc2ccc(C(=O)c3ccc(O)cc3)cc2)cc1)OC, Cc1ccccc1, c1ccc(P(c2ccccc2)c2ccccc2)cc1. Product: CCOC(=O)C(Cc1ccc(OCCCOc2ccc(C(=O)c3ccc(OCCO[Si](C)(C)C(C)(C)C)cc3)cc2)cc1)OC. As a reaction SMILES: [C:1]([CH3:2])([CH3:3])([CH3:4])[Si:5]([O:6][CH2:7][CH2:8][OH:9])([CH3:10])[CH3:11].[CH2:12]([CH3:13])[O:14][C:15]([CH:16]([CH2:17][c:18]1[cH:19][cH:20][c:21]([O:24][CH2:25][CH2:26][CH2:27][O:28][c:29]2[cH:30][cH:31][c:32]([C:35]([c:36]3[cH:37][cH:38][c:39]([OH:42])[cH:40][cH:41]3)=[O:43])[cH:33][cH:34]2)[cH:22][cH:23]1)[O:44][CH3:45])=[O:46].[CH3:66][c:67]1[cH:68][cH:69][cH:70][cH:71][cH:72]1.[c:47]1([P:48]([c:49]2[cH:50][cH:51][cH:52][cH:53][cH:54]2)[c:55]2[cH:56][cH:57][cH:58][cH:59][cH:60]2)[cH:61][cH:62][cH:63][cH:64][cH:65]1>>[C:1]([CH3:2])([CH3:3])([CH3:4])[Si:5]([O:6][CH2:7][CH2:8][O:9][c:39]1[cH:38][cH:37][c:36]([C:35]([c:32]2[cH:31][cH:30][c:29]([O:28][CH2:27][CH2:26][CH2:25][O:24][c:21]3[cH:20][cH:19][c:18]([CH2:17][CH:16]([C:15]([O:14][CH2:12][CH3:13])=[O:46])[O:44][CH3:45])[cH:23][cH:22]3)[cH:34][cH:33]2)=[O:43])[cH:41][cH:40]1)([CH3:10])[CH3:11]. Starting materials: [I-].[Na+] (sodium iodide), CN1C(N(C(C1)NC(C)=O)C)=S (1,3-dimethyl-4-(acetylamino) -imidazoline-2-thione), [Cl-].[Na+] (sodium chloride), CN1C(N(C(=C1)N)C)=S (1,3 dimethyl-4-amino-4-imidazoline-2-thione), ClCC(C)=O (chloroacetone). The solvent is CC(=O)C (acetone), CC(=O)C (acetone). Yields the product [Cl-].C[NH+]1C(N(C(=C1)NC(C)=O)C)SCC(C)=O (1,3-dimethyl-4-(acetylamino)-2 [(2-oxopropyl)-thio]-1H imidazolium chloride). As a reaction SMILES: [CH3:1][N:2]1[CH2:6][CH:5]([NH:7][C:8](=[O:10])[CH3:9])[N:4]([CH3:11])[C:3]1=[S:12].CN1C=C(N)N(C)C1=S.[Cl:22][CH2:23][C:24](=[O:26])[CH3:25].[I-].[Na+].[Cl-].[Na+]>CC(C)=O>[Cl-:22].[CH3:1][NH+:2]1[CH:6]=[C:5]([NH:7][C:8](=[O:10])[CH3:9])[N:4]([CH3:11])[CH:3]1[S:12][CH2:23][C:24](=[O:26])[CH3:25] |f:3.4,5.6,8.9|. Procedure details: 0.50 gram 0.0027 mol) of 1,3-dimethyl-4-(acetylamino) -imidazoline-2-thione (prepared by acetylating by conventional means the 1,3 dimethyl-4-amino-4-imidazoline-2-thione described in Example V) and 0.28 gram (0.003 mol) of chloroacetone were mixed together and refluxed for two hours after which time a solution 0.428 gram of sodium iodide in 5 milliliters of acetone was added whereupon a reaction took place with the immediate formation of a precipitate of sodium chloride by product. The latter w... The solvent is C(Cl)(Cl)Cl (chloroform). Procedure: To 0.38 g. of allyl 3-O-benzyl-2-deoxy-2-palmitamido-β-D-glucopyranoside (Compound 5) in 7 ml. dry pyridine at about 15° C., was added 0.3 ml. of palmitoyl chloride. After warming and holding at room temperature for 4 hours, thin layer chromatography (5% methanol in chloroform) showed the reaction to be complete. Methanol was then added and the solvent evaporated and coevaporated with toluene. Column chromatography of the residue (5% acetone in CHCl3) yielded Compound 6. The product is C(C1=CC=CC=C1)O[C@@H]1[C@H]([C@H](OCC=C)O[C@@H]([C@H]1O)COC(CCCCCCCCCCCCCCC)=O)NC(CCCCCCCCCCCCCCC)=O (Allyl 3-O-benzyl-2-deoxy-2-palmitamido-6-O-palmitoyl-β-D-glucopyranoside). Starting materials: CO (methanol), C(C1=CC=CC=C1)O[C@@H]1[C@H]([C@H](OCC=C)O[C@@H]([C@H]1O)CO)NC(CCCCCCCCCCCCCCC)=O (allyl 3-O-benzyl-2-deoxy-2-palmitamido-β-D-glucopyranoside), C(CCCCCCCCCCCCCCC)(=O)Cl (palmitoyl chloride), C(C1=CC=CC=C1)O[C@@H]1[C@H]([C@H](OCC=C)O[C@@H]([C@H]1O)CO)NC(CCCCCCCCCCCCCCC)=O (allyl 3-O-benzyl-2-deoxy-2-palmitamido-β-D-glucopyranoside), N1=CC=CC=C1 (pyridine), CO (Methanol). Run at time 4 hour. As a reaction SMILES: [CH2:1]([O:8][C@H:9]1[C@H:18]([OH:19])[C@@H:17]([CH2:20][OH:21])[O:16][C@@H:11]([O:12][CH2:13][CH:14]=[CH2:15])[C@@H:10]1[NH:22][C:23](=[O:39])[CH2:24][CH2:25][CH2:26][CH2:27][CH2:28][CH2:29][CH2:30][CH2:31][CH2:32][CH2:33][CH2:34][CH2:35][CH2:36][CH2:37][CH3:38])[C:2]1[CH:7]=[CH:6][CH:5]=[CH:4][CH:3]=1.N1C=CC=CC=1.[C:46](Cl)(=[O:62])[CH2:47][CH2:48][CH2:49][CH2:50][CH2:51][CH2:52][CH2:53][CH2:54][CH2:55][CH2:56][CH2:57][CH2:58][CH2:59][CH2:60][CH3:61].CO>C(Cl)(Cl)Cl>[CH2:1]([O:8][C@H:9]1[C@H:18]([OH:19])[C@@H:17]([CH2:20][O:21][C:46](=[O:62])[CH2:47][CH2:48][CH2:49][CH2:50][CH2:51][CH2:52][CH2:53][CH2:54][CH2:55][CH2:56][CH2:57][CH2:58][CH2:59][CH2:60][CH3:61])[O:16][C@@H:11]([O:12][CH2:13][CH:14]=[CH2:15])[C@@H:10]1[NH:22][C:23](=[O:39])[CH2:24][CH2:25][CH2:26][CH2:27][CH2:28][CH2:29][CH2:30][CH2:31][CH2:32][CH2:33][CH2:34][CH2:35][CH2:36][CH2:37][CH3:38])[C:2]1[CH:3]=[CH:4][CH:5]=[CH:6][CH:7]=1. RXN SMILES: [CH3:22][CH:23]([CH3:24])[S:25](=[O:26])(=[O:27])[Cl:28].[NH2:1][c:2]1[c:3]([CH:8]2[NH:9][c:10]3[cH:11][cH:12][c:13]([C:20]#[N:21])[cH:14][c:15]3[C:16]([CH3:18])([CH3:19])[CH2:17]2)[cH:4][cH:5][cH:6][cH:7]1.[OH2:35].[cH:29]1[cH:30][cH:31][n:32][cH:33][cH:34]1>>[NH:1]([c:2]1[c:3]([CH:8]2[NH:9][c:10]3[cH:11][cH:12][c:13]([C:20]#[N:21])[cH:14][c:15]3[C:16]([CH3:18])([CH3:19])[CH2:17]2)[cH:4][cH:5][cH:6][cH:7]1)[S:25]([CH:23]([CH3:22])[CH3:24])(=[O:26])=[O:27]. Product: CC(C)S(=O)(=O)Nc1ccccc1C1CC(C)(C)c2cc(C#N)ccc2N1. Reactants: CC(C)S(=O)(=O)Cl, CC1(C)CC(c2ccccc2N)Nc2ccc(C#N)cc21, O, c1ccncc1.